From a dataset of the Open Reaction Database (ORD), a public repository of structured organic reaction records. describe an organic reaction: reactants, conditions, products, and yield The reactants are CNCCNC (N,N′-dimethylethylenediamine), CC1([C@@H](NC(O1)=O)C1=CC=CC=C1)C ((S)-5,5-dimethyl-4-phenyloxazolidin-2-one), BrC1=CC=C(C=C1)Br (1,4-dibromobenzene), P(=O)([O-])([O-])[O-].[K+].[K+].[K+] (potassium phosphate). The reagents and catalysts are [Cu]I (copper (I) iodide). Solvent: O1CCOCC1 (1,4-dioxane), O (water). Product: BrC1=CC=C(C=C1)N1C(OC([C@@H]1C1=CC=CC=C1)(C)C)=O ((S)-3-(4-bromophenyl)-5,5-dimethyl-4-phenyloxazolidin-2-one). The yield is 51.1%. RXN SMILES: [CH3:1][C:2]1([CH3:14])[O:6][C:5](=[O:7])[NH:4][C@H:3]1[C:8]1[CH:13]=[CH:12][CH:11]=[CH:10][CH:9]=1.[Br:15][C:16]1[CH:21]=[CH:20][C:19](Br)=[CH:18][CH:17]=1.P([O-])([O-])([O-])=O.[K+].[K+].[K+].CNCCNC>[Cu]I.O.O1CCOCC1>[Br:15][C:16]1[CH:21]=[CH:20][C:19]([N:4]2[C@@H:3]([C:8]3[CH:9]=[CH:10][CH:11]=[CH:12][CH:13]=3)[C:2]([CH3:14])([CH3:1])[O:6][C:5]2=[O:7])=[CH:18][CH:17]=1 |f:2.3.4.5|. Procedure details: To a round bottom flask were added (S)-5,5-dimethyl-4-phenyloxazolidin-2-one (2.00 g, 10.46 mmol)(commercially available from Sigma-Aldrich, Milwaukee, Wis.), 1,4-dibromobenzene (commercially available from Sigma-Aldrich, Milwaukee, Wis.) (4.93 g), 1,4-dioxane (41.8 mL) and tribasic potassium phosphate (11.10 g, 52.3 mmol). The vessel was purged with nitrogen and then N,N′-dimethylethylenediamine (2.251 mL, 20.92 mmol) and copper (I) iodide (1.992 g, 10.46 mmol) were added. The vessel was heated... The reactants are Cc1ccc([N+](=O)[O-])cc1S(C)(=O)=O, CCO, CCOC(C)=O, [Cl-], [Na+], [Na+], O=C([O-])[O-], O. The product is Cc1ccc(N)cc1S(C)(=O)=O. RXN SMILES: [CH3:1][S:2](=[O:3])(=[O:4])[c:5]1[c:6]([CH3:14])[cH:7][cH:8][c:9]([N+:11]([O-:12])=[O:13])[cH:10]1.[CH3:23][CH2:24][OH:25].[CH3:26][CH2:27][O:28][C:29](=[O:30])[CH3:31].[Cl-:15].[Na+:17].[Na+:18].[O-:19][C:20](=[O:21])[O-:22].[OH2:16]>>[CH3:1][S:2](=[O:3])(=[O:4])[c:5]1[c:6]([CH3:14])[cH:7][cH:8][c:9]([NH2:11])[cH:10]1. The reactants are C(=O)(OC(C)(C)C)C(C(=O)O)(CCCC1(CCCCC1)CC(=O)O)N (2-Boc-amino-5-[(1-carboxymethyl)cyclohexyl]pentanoic acid), C(C1=CC=CC=C1)O (benzyl alcohol), CN(C)C1=NC=CC=C1 (dimethylaminopyridine), C1(CCCCC1)N=C=NC1CCCCC1 (N,N'-dicyclohexylcarbodiimide). Solvent: C(Cl)Cl (methylene chloride). Conditions: time 72 hour. The product is C(=O)(OC(C)(C)C)C(C(=O)OCC1=CC=CC=C1)(CCCC1(CCCCC1)CC(=O)OCC1=CC=CC=C1)N (Benzyl 2-Boc-amino-5-[(1-carbobenzoxymethyl)cyclohexyl]pentanoate). The yield is 63.0%. As a reaction SMILES: [C:1]([C:8]([NH2:25])([CH2:12][CH2:13][CH2:14][C:15]1([CH2:21][C:22]([OH:24])=[O:23])[CH2:20][CH2:19][CH2:18][CH2:17][CH2:16]1)[C:9]([OH:11])=[O:10])([O:3][C:4]([CH3:7])([CH3:6])[CH3:5])=[O:2].[CH2:26](O)[C:27]1[CH:32]=[CH:31][CH:30]=[CH:29][CH:28]=1.CN([C:37]1[CH:42]=[CH:41][CH:40]=[CH:39]N=1)C.[CH:43]1(N=C=NC2CCCCC2)CCCC[CH2:44]1>C(Cl)Cl>[C:1]([C:8]([NH2:25])([CH2:12][CH2:13][CH2:14][C:15]1([CH2:21][C:22]([O:24][CH2:37][C:42]2[CH:44]=[CH:43][CH:39]=[CH:40][CH:41]=2)=[O:23])[CH2:16][CH2:17][CH2:18][CH2:19][CH2:20]1)[C:9]([O:11][CH2:26][C:27]1[CH:32]=[CH:31][CH:30]=[CH:29][CH:28]=1)=[O:10])([O:3][C:4]([CH3:6])([CH3:7])[CH3:5])=[O:2]. Procedure: Boc-diacid (F) (1.34 g, 3.75 mmol) in methylene chloride (30 ml) was treated with benzyl alcohol (1.94 ml, 18.75 mmol), dimethylaminopyridine (1.01 g, 8.25 mmol) and N,N'-dicyclohexylcarbodiimide (1.70 g, 8.25 mmol) at room temperature and the mixture was stirred at room temperature for 72 hours. The reaction mixture was then filtered, evaporated at reduced pressure and the residue was dissolved in ethyl acetate which was washed with 3N hydrochloric acid, dried over MgSO4 and evaporated at reduc... Starting materials: CC[O+](CC)CC, C=Cc1cc2c(OC3CC(C(=O)OC)N(C(=O)OC(C)(C)C)C3)cc(=O)[nH]c2cc1OC, CCN(C(C)C)C(C)C, ClCCl, F[B-](F)(F)F, [Na+], O=C([O-])O. The product is C=Cc1cc2c(OC3CC(C(=O)OC)N(C(=O)OC(C)(C)C)C3)cc(OCC)nc2cc1OC. RXN SMILES: [CH2:6]([CH3:7])[O+:8]([CH2:9][CH3:10])[CH2:11][CH3:12].[CH3:13][O:14][c:15]1[c:16]([CH:43]=[CH2:44])[cH:17][c:18]2[c:19]([O:26][CH:27]3[CH2:28][CH:29]([C:39](=[O:40])[O:41][CH3:42])[N:30]([C:32](=[O:33])[O:34][C:35]([CH3:36])([CH3:37])[CH3:38])[CH2:31]3)[cH:20][c:21](=[O:25])[nH:22][c:23]2[cH:24]1.[CH:45]([N:46]([CH2:47][CH3:48])[CH:49]([CH3:50])[CH3:51])([CH3:52])[CH3:53].[Cl:59][CH2:60][Cl:61].[F:1][B-:2]([F:3])([F:4])[F:5].[Na+:58].[O-:54][C:55]([OH:56])=[O:57]>>[CH2:6]([CH3:7])[O:25][c:21]1[cH:20][c:19]([O:26][CH:27]2[CH2:28][CH:29]([C:39](=[O:40])[O:41][CH3:42])[N:30]([C:32](=[O:33])[O:34][C:35]([CH3:36])([CH3:37])[CH3:38])[CH2:31]2)[c:18]2[cH:17][c:16]([CH:43]=[CH2:44])[c:15]([O:14][CH3:13])[cH:24][c:23]2[n:22]1.